This data is from the Open Reaction Database (ORD), a public repository of structured organic reaction records. The task is: describe an organic reaction: reactants, conditions, products, and yield Procedure: 60% sodium hydride (21 mg) and cyclopentyl bromide were added to a DMF solution (4 ml) of 2-(1-cyclopentylpiperidin-4-yloxy)-5-(1H-pyridin-2-on-5-yl)pyrimidine (120 mg), and stirred at room temperature for 2 hours. Water was added to the reaction mixture, and extracted with ethyl acetate. The organic layer was washed with saturated saline solution, dried with anhydrous magnesium sulfate, and concentrated under reduced pressure. The resulting residue was purified through silica gel column chromat... As a reaction SMILES: [H-].[Na+].[CH:3]1(Br)[CH2:7][CH2:6][CH2:5][CH2:4]1.CN(C=O)C.[CH:14]1([N:19]2[CH2:24][CH2:23][CH:22]([O:25][C:26]3[N:31]=[CH:30][C:29]([C:32]4[CH:33]=[CH:34][C:35](=[O:38])[NH:36][CH:37]=4)=[CH:28][N:27]=3)[CH2:21][CH2:20]2)[CH2:18][CH2:17][CH2:16][CH2:15]1>O>[CH:14]1([N:19]2[CH2:24][CH2:23][CH:22]([O:25][C:26]3[N:27]=[CH:28][C:29]([C:32]4[CH:33]=[CH:34][C:35]([O:38][CH:3]5[CH2:7][CH2:6][CH2:5][CH2:4]5)=[N:36][CH:37]=4)=[CH:30][N:31]=3)[CH2:21][CH2:20]2)[CH2:15][CH2:16][CH2:17][CH2:18]1 |f:0.1|. The product is C1(CCCC1)N1CCC(CC1)OC1=NC=C(C=N1)C=1C=CC(=NC1)OC1CCCC1 (2-(1-cyclopentylpiperidin-4-yloxy)-5-(2-cyclopentyloxypyridin-5-yl)pyrimidine). Conditions: time 2 hour. The reactants are [H-].[Na+] (sodium hydride), C1(CCCC1)Br (cyclopentyl bromide), CN(C)C=O (DMF), C1(CCCC1)N1CCC(CC1)OC1=NC=C(C=N1)C=1C=CC(NC1)=O (2-(1-cyclopentylpiperidin-4-yloxy)-5-(1H-pyridin-2-on-5-yl)pyrimidine). Run in O (Water). Reactants: C(C1=CC=CC=C1)O[C@@H]1[C@H]([C@@H](O[C@@]1(CO)COS(=O)(=O)C1=CC=C(C=C1)C)N1C(=O)NC(=O)C(C)=C1)O (1-(3-O-Benzyl-4-C-(p-Toluenesulphonyloxymethyl)β-D-xylofuranosyl)thymine), N,N-(dimethylamino)pyridine, COC1=CC=C(C(C2=CC=C(C=C2)OC)(C2=CC=CC=C2)Cl)C=C1 (4,4′-dimethoxytrityl chloride), N,N-(dimethylamino)pyridine, COC1=CC=C(C(C2=CC=C(C=C2)OC)(C2=CC=CC=C2)Cl)C=C1 (4,4′-dimethoxytrityl chloride), Ice. Solvent: ClCCl (dichloromethane), N1=CC=CC=C1 (pyridine). Reaction conditions: time 23 hour. Yields the product C(C1=CC=CC=C1)O[C@@H]1[C@H]([C@@H](O[C@@]1(COC(C1=CC=C(C=C1)OC)(C1=CC=C(C=C1)OC)C1=CC=CC=C1)COS(=O)(=O)C1=CC=C(C=C1)C)N1C(=O)NC(=O)C(C)=C1)O (1-(3-O-Benzyl-5-O-(4,4′-dimethoxytrityl)-4-C-(p-toluenesulphonyloxymethyl)-β-D-xylofuranosyl)thymine). Yield: 74.5%. As a reaction SMILES: [CH2:1]([O:8][C@H:9]1[C@@:13]([CH2:16][O:17][S:18]([C:21]2[CH:26]=[CH:25][C:24]([CH3:27])=[CH:23][CH:22]=2)(=[O:20])=[O:19])([CH2:14][OH:15])[O:12][C@@H:11]([N:28]2[CH:36]=[C:34]([CH3:35])[C:32](=[O:33])[NH:31][C:29]2=[O:30])[C@@H:10]1[OH:37])[C:2]1[CH:7]=[CH:6][CH:5]=[CH:4][CH:3]=1.[CH3:38][O:39][C:40]1[CH:61]=[CH:60][C:43]([C:44](Cl)([C:53]2[CH:58]=[CH:57][CH:56]=[CH:55][CH:54]=2)[C:45]2[CH:50]=[CH:49][C:48]([O:51][CH3:52])=[CH:47][CH:46]=2)=[CH:42][CH:41]=1>N1C=CC=CC=1.ClCCl>[CH2:1]([O:8][C@H:9]1[C@@:13]([CH2:16][O:17][S:18]([C:21]2[CH:26]=[CH:25][C:24]([CH3:27])=[CH:23][CH:22]=2)(=[O:20])=[O:19])([CH2:14][O:15][C:44]([C:53]2[CH:58]=[CH:57][CH:56]=[CH:55][CH:54]=2)([C:45]2[CH:50]=[CH:49][C:48]([O:51][CH3:52])=[CH:47][CH:46]=2)[C:43]2[CH:42]=[CH:41][C:40]([O:39][CH3:38])=[CH:61][CH:60]=2)[O:12][C@@H:11]([N:28]2[CH:36]=[C:34]([CH3:35])[C:32](=[O:33])[NH:31][C:29]2=[O:30])[C@@H:10]1[OH:37])[C:2]1[CH:3]=[CH:4][CH:5]=[CH:6][CH:7]=1. Reported procedure: To a solution of nucleoside 6 (3.66 g, 6.88 mmol) in anhydrous pyridine (25 cm3) was added N,N-(dimethylamino)pyridine (0.84 g, 6.81 mmol) and 4,4′-dimethoxytrityl chloride (3.5 g, 13.2 mmol) and the mixture was stirred for 23 h at room temperature. Additional N,N-(dimethylamino)pyridine (0.250 g, 2.06 mmol) and 4,4′-dimethoxytrityl chloride (0.700 g, 2.06 mmol) was added, and stirring was continued for 36 h at room temperature. Ice cold H2O (50 cm3) was added and the reaction mixture was dilute... Starting materials: Cc1cc(OCc2ccccc2)c(-c2ccc(C#N)cc2)c(C)n1, CO, O=C[O-], [NH4+]. Yields the product Cc1cc(=O)c(-c2ccc(C#N)cc2)c(C)[nH]1. As a reaction SMILES: [C:1](#[N:2])[c:3]1[cH:4][cH:5][c:6](-[c:9]2[c:10]([CH3:24])[n:11][c:12]([CH3:23])[cH:13][c:14]2[O:15][CH2:16][c:17]2[cH:18][cH:19][cH:20][cH:21][cH:22]2)[cH:7][cH:8]1.[CH3:29][OH:30].[CH:25]([O-:26])=[O:27].[NH4+:28]>>[C:1](#[N:2])[c:3]1[cH:4][cH:5][c:6](-[c:9]2[c:10]([CH3:24])[nH:11][c:12]([CH3:23])[cH:13][c:14]2=[O:15])[cH:7][cH:8]1. Starting materials: CO, COc1cc2c(c(Cl)c1OC)CCN(C(=O)C(F)(F)F)CC2c1ccc(S(=O)(=O)CC(C)C)cc1, [Na+], [OH-], O. Product: COc1cc2c(c(Cl)c1OC)CCNCC2c1ccc(S(=O)(=O)CC(C)C)cc1. Reaction SMILES: [CH3:38][OH:39].[Cl:1][c:2]1[c:3]([O:34][CH3:35])[c:4]([O:32][CH3:33])[cH:5][c:6]2[c:12]1[CH2:11][CH2:10][N:9]([C:13](=[O:14])[C:15]([F:16])([F:17])[F:18])[CH2:8][CH:7]2[c:19]1[cH:20][cH:21][c:22]([S:25](=[O:26])(=[O:27])[CH2:28][CH:29]([CH3:30])[CH3:31])[cH:23][cH:24]1.[Na+:37].[OH-:36].[OH2:40]>>[Cl:1][c:2]1[c:3]([O:34][CH3:35])[c:4]([O:32][CH3:33])[cH:5][c:6]2[c:12]1[CH2:11][CH2:10][NH:9][CH2:8][CH:7]2[c:19]1[cH:20][cH:21][c:22]([S:25](=[O:26])(=[O:27])[CH2:28][CH:29]([CH3:30])[CH3:31])[cH:23][cH:24]1. Reactants: Cl (HCl), O1CCOCC1 (dioxane), C(C)(C)(C)OC(=O)N1CCC(CC1)OC1=NC=C(C2=CC=CC=C12)NC(=O)NC=1N(N=C(C1)C1(CC1)C)C1=CC=C(C=C1)C (4-(4-{3-[5-(1-methyl-cyclopropyl)-2-p-tolyl-2H-pyrazol-3-yl]-ureido}-isoquinolin-1-yloxy)-piperidine-1-carboxylic acid tert-butyl ester). Run in ClCCl (dichloromethane). Run at time 8 hour. Yields the product Cl.Cl.CC1(CC1)C=1C=C(N(N1)C1=CC=C(C=C1)C)NC(=O)NC1=CN=C(C2=CC=CC=C12)OC1CCNCC1 (1-[5-(1-Methyl-cyclopropyl)-2-p-tolyl-2H-pyrazol-3-yl]-3-[1-(piperidin-4-yloxy)-isoquinolin-4-yl]-urea dihydrochloride). Reaction SMILES: [ClH:1].O1CCOCC1.C(OC([N:15]1[CH2:20][CH2:19][CH:18]([O:21][C:22]2[C:31]3[C:26](=[CH:27][CH:28]=[CH:29][CH:30]=3)[C:25]([NH:32][C:33]([NH:35][C:36]3[N:37]([C:45]4[CH:50]=[CH:49][C:48]([CH3:51])=[CH:47][CH:46]=4)[N:38]=[C:39]([C:41]4([CH3:44])[CH2:43][CH2:42]4)[CH:40]=3)=[O:34])=[CH:24][N:23]=2)[CH2:17][CH2:16]1)=O)(C)(C)C>ClCCl>[ClH:1].[ClH:1].[CH3:44][C:41]1([C:39]2[CH:40]=[C:36]([NH:35][C:33]([NH:32][C:25]3[C:26]4[C:31](=[CH:30][CH:29]=[CH:28][CH:27]=4)[C:22]([O:21][CH:18]4[CH2:19][CH2:20][NH:15][CH2:16][CH2:17]4)=[N:23][CH:24]=3)=[O:34])[N:37]([C:45]3[CH:50]=[CH:49][C:48]([CH3:51])=[CH:47][CH:46]=3)[N:38]=2)[CH2:43][CH2:42]1 |f:4.5.6|. Procedure: Add HCl 4 M in dioxane (2.4 mL, 9.36 mmol) to 4-(4-{3-[5-(1-methyl-cyclopropyl)-2-p-tolyl-2H-pyrazol-3-yl]-ureido}-isoquinolin-1-yloxy)-piperidine-1-carboxylic acid tert-butyl ester (1.4 g, 2.34 mmol) in dichloromethane (20 mL) at room temperature and stir overnight. Evaporate the solvent under reduced pressure to give the title compound (1.3 g) as a white solid (quantitative). ES+ (m/z): 497.4 (M+H). Starting materials: CC(C)(NC(=O)OCc1ccccc1)C(=O)NC1CCc2cc([N+](=O)[O-])ccc2NC1=O, CO, [Cl-], [NH4+], [Zn]. Yields the product CC(C)(NC(=O)OCc1ccccc1)C(=O)NC1CCc2cc(N)ccc2NC1=O. As a reaction SMILES: [CH2:1]([c:2]1[cH:3][cH:4][cH:5][cH:6][cH:7]1)[O:8][C:9](=[O:10])[NH:11][C:12]([C:13](=[O:14])[NH:15][CH:16]1[C:17](=[O:30])[NH:18][c:19]2[c:20]([cH:23][c:24]([N+:27]([O-:28])=[O:29])[cH:25][cH:26]2)[CH2:21][CH2:22]1)([CH3:31])[CH3:32].[CH3:35][OH:36].[Cl-:33].[NH4+:34].[Zn:37]>>[CH2:1]([c:2]1[cH:3][cH:4][cH:5][cH:6][cH:7]1)[O:8][C:9](=[O:10])[NH:11][C:12]([C:13](=[O:14])[NH:15][CH:16]1[C:17](=[O:30])[NH:18][c:19]2[c:20]([cH:23][c:24]([NH2:27])[cH:25][cH:26]2)[CH2:21][CH2:22]1)([CH3:31])[CH3:32]. Reactants: CCCCCCO, CCCCCC, CC(C)[Si](Cl)(C(C)C)C(C)C, c1c[nH]cn1. The product is CCCCCCO[Si](C(C)C)(C(C)C)C(C)C. RXN SMILES: [CH2:17]([CH2:18][CH2:19][CH2:20][CH2:21][CH3:22])[OH:23].[CH3:24][CH2:25][CH2:26][CH2:27][CH2:28][CH3:29].[CH:1]([CH3:2])([CH3:3])[Si:4]([CH:5]([CH3:6])[CH3:7])([CH:8]([CH3:9])[CH3:10])[Cl:11].[nH:12]1[cH:13][cH:14][n:15][cH:16]1>>[CH:1]([CH3:2])([CH3:3])[Si:4]([CH:5]([CH3:6])[CH3:7])([CH:8]([CH3:9])[CH3:10])[O:23][CH2:17][CH2:18][CH2:19][CH2:20][CH2:21][CH3:22].